Dataset: the Open Reaction Database (ORD), a public repository of structured organic reaction records. Task: describe an organic reaction: reactants, conditions, products, and yield Reactants: BrCC1=CC=C(C=C1)S(=O)(=O)C=1C=C(SC1)S(=O)(=O)Cl (4-(4-bromomethylphenylsulfonyl)thiophene-2-sulfonyl chloride), N (NH3). Run in C(Cl)(Cl)Cl (CHCl3). Run at time 2.5 hour. Product: BrCC1=CC=C(C=C1)S(=O)(=O)C=1C=C(SC1)S(=O)(=O)N (4-(4-Bromomethylphenylsulfonyl)thiophene-2-sulfonamide). RXN SMILES: [Br:1][CH2:2][C:3]1[CH:8]=[CH:7][C:6]([S:9]([C:12]2[CH:13]=[C:14]([S:17](Cl)(=[O:19])=[O:18])[S:15][CH:16]=2)(=[O:11])=[O:10])=[CH:5][CH:4]=1.[NH3:21]>C(Cl)(Cl)Cl>[Br:1][CH2:2][C:3]1[CH:8]=[CH:7][C:6]([S:9]([C:12]2[CH:13]=[C:14]([S:17]([NH2:21])(=[O:19])=[O:18])[S:15][CH:16]=2)(=[O:11])=[O:10])=[CH:5][CH:4]=1. Reported procedure: To 22.0 g (0.053 mole) of product from Step A dissolved in 150 ml CHCl3 was added gaseous NH3 at 0°-10° C. for 5 minutes. The reaction mixture was then stirred at room temperature for 2.5 hours. The solvent was then removed in vacuo and the residue was purified by flash chromatography on silica gel eluting with 4% methanol/CHCl3 to give pure title compound, as an oil.